From a dataset of the Open Reaction Database (ORD), a public repository of structured organic reaction records. describe an organic reaction: reactants, conditions, products, and yield Reactants: COC(=O)CCCCCCCCCCBr, CC(C)=O, [I-], [Na+]. The product is COC(=O)CCCCCCCCCCI. As a reaction SMILES: [Br:1][CH2:2][CH2:3][CH2:4][CH2:5][CH2:6][CH2:7][CH2:8][CH2:9][CH2:10][CH2:11][C:12](=[O:13])[O:14][CH3:15].[CH3:18][C:19](=[O:20])[CH3:21].[I-:17].[Na+:16]>>[CH2:2]([CH2:3][CH2:4][CH2:5][CH2:6][CH2:7][CH2:8][CH2:9][CH2:10][CH2:11][C:12](=[O:13])[O:14][CH3:15])[I:17]. Starting materials: COC1=C(C=C(C=C1)C(N[C@@H](C)C1=CC=CC=C1)C1=CC=C(C=C1)F)[N+](=O)[O-] (N-[(4-methoxy-3-nitrophenyl)-(4-fluorophenyl)methyl]-N-[(S)-1-phenylethyl]amine), [BH4-].[Na+] (sodium borohydride). Reagents/catalysts: O.O.O.O.O.O.[Ni](Cl)Cl (nickel chloride hexahydrate). The product is COC1=C(C=C(C=C1)C(N[C@@H](C)C1=CC=CC=C1)C1=CC=C(C=C1)F)N (2-Methoxy-5-{(4-fluorophenyl)-[(S)-1-phenylethylamino]methyl}phenylamine). The yield is 94.6%. Reaction SMILES: [CH3:1][O:2][C:3]1[CH:8]=[CH:7][C:6]([CH:9]([C:19]2[CH:24]=[CH:23][C:22]([F:25])=[CH:21][CH:20]=2)[NH:10][C@H:11]([C:13]2[CH:18]=[CH:17][CH:16]=[CH:15][CH:14]=2)[CH3:12])=[CH:5][C:4]=1[N+:26]([O-])=O.[BH4-].[Na+]>O.O.O.O.O.O.[Ni](Cl)Cl>[CH3:1][O:2][C:3]1[CH:8]=[CH:7][C:6]([CH:9]([C:19]2[CH:20]=[CH:21][C:22]([F:25])=[CH:23][CH:24]=2)[NH:10][C@H:11]([C:13]2[CH:18]=[CH:17][CH:16]=[CH:15][CH:14]=2)[CH3:12])=[CH:5][C:4]=1[NH2:26] |f:1.2,3.4.5.6.7.8.9|. Procedure: In a similar manner to that described in Example (1b), isomer A of N-[(4-methoxy-3-nitrophenyl)-(4-fluorophenyl)methyl]-N-[(S)-1-phenylethyl]amine (670 mg) [prepared as described in step (a) above], nickel chloride hexahydrate (856 mg) and sodium borohydride (272 mg) were reacted, to afford isomer A (584 mg) of the title compound as a yellow oil. Reactants: C[O-].[Na+] (sodium methoxide), COC1=CC2=C(CCCCC2=O)C=C1 (3-methoxy-5-oxo-6,7,8,9-tetrahydro-5H-benzocycloheptene), C(OC)(OC)=O (dimethyl carbonate), Cl (hydrochloric acid). As a reaction SMILES: [CH3:1][O:2][C:3]1[CH:14]=[CH:13][C:6]2[CH2:7][CH2:8][CH2:9][CH2:10][C:11](=[O:12])[C:5]=2[CH:4]=1.C[O-].[Na+].Cl.[C:19](=O)([O:22]C)[O:20][CH3:21]>>[CH3:1][O:2][C:3]1[CH:14]=[CH:13][C:6]2[CH2:7][CH2:8][CH2:9][CH:10]([C:19]([O:20][CH3:21])=[O:22])[C:11](=[O:12])[C:5]=2[CH:4]=1 |f:1.2|. Yield: 91.0%. The product is COC1=CC2=C(CCCC(C2=O)C(=O)OC)C=C1 (methyl 3-methoxy-5-oxo-6,7,8,9-tetrahydro-5H-benzocycloheptene-6-carboxylate). Procedure: To 3-methoxy-5-oxo-6,7,8,9-tetrahydro-5H-benzocycloheptene (20.32 mg, 107 mmol) dissolved in dimethyl carbonate (500 ml) was added sodium methoxide (28.85 g, 534 mmol), and the resulting mixture was stirred at reflux with heating (110° C.) for 6 hours. The reaction mixture was mixed with 2 N hydrochloric acid (320 ml) under ice cooling and was concentrated under reduced pressure to remove the organic solvent, and then the aqueous layer was extracted with ethyl acetate (200 ml, 150 ml×3). The com... Reaction conditions: temperature 110 celsius. Starting materials: C1(=C(C(=C(C(=C1F)F)F)N)F)N.Cl.Cl (dihydrochloride), COC1=CC2=C(CC(N(CC2)CCCCl)=O)C=C1OC (3-(7,8-dimethoxy-1,3,4,5-tetrahydro-2H-3-benzazepin-2-on-3-yl)-1-chloropropane), COC=1C=C(C=CC1OC)NCCN (2-(3,4-dimethoxyphenylamino)-ethylamine), [OH-].[Na+] (sodium hydroxide). Run in C(Cl)Cl (methylene chloride). Product: COC1=CC2=C(CC(N(CC2)CCCNCCNC2=CC(=C(C=C2)OC)OC)=O)C=C1OC (N-[3-(7,8-Dimethoxy-1,3,4,5-tetrahydro-2H-3-benzazepin-2-on-3-yl)-propyl]-2-(3,4-dimethoxyphenylamino)-ethylamine). Reaction SMILES: [CH3:1][O:2][C:3]1[C:18]([O:19][CH3:20])=[CH:17][C:6]2[CH2:7][C:8](=[O:16])[N:9]([CH2:12][CH2:13][CH2:14]Cl)[CH2:10][CH2:11][C:5]=2[CH:4]=1.[CH3:21][O:22][C:23]1[CH:24]=[C:25]([NH:31][CH2:32][CH2:33][NH2:34])[CH:26]=[CH:27][C:28]=1[O:29][CH3:30].[OH-].[Na+].C1(N)C(F)=C(F)C(F)=C(N)C=1F.Cl.Cl>C(Cl)Cl>[CH3:1][O:2][C:3]1[C:18]([O:19][CH3:20])=[CH:17][C:6]2[CH2:7][C:8](=[O:16])[N:9]([CH2:12][CH2:13][CH2:14][NH:34][CH2:33][CH2:32][NH:31][C:25]3[CH:26]=[CH:27][C:28]([O:29][CH3:30])=[C:23]([O:22][CH3:21])[CH:24]=3)[CH2:10][CH2:11][C:5]=2[CH:4]=1 |f:2.3,4.5.6|. Procedure: Here, 3-(7,8-dimethoxy-1,3,4,5-tetrahydro-2H-3-benzazepin-2-on-3-yl)-1-chloropropane (10 g, 0.0336 mol) is heated to 130° C. for 3 hours with 2-(3,4-dimethoxyphenylamino)-ethylamine (13 g, 0.066 mol). After cooling, the reaction mixture is distributed between sodium hydroxide solution and methylene chloride. The organic phase is separated, dried over sodium sulfate and concentrated. The residue is chromatographed on silica gel (eluant: methylene chloride/methanol/conc. ammonia: 90/10/0.25). The ...